From a dataset of the Open Reaction Database (ORD), a public repository of structured organic reaction records. describe an organic reaction: reactants, conditions, products, and yield The reactants are BrCC1=NC2=CC=CC=C2N=C1 (2-(Bromomethyl)quinoxaline), ClC=1N=CNC1Cl (4,5-Dichloroimidazole), [OH-].[K+] (potassium hydroxide), BrCC1=CC2=CC=C3C=CC=C4C=CC(=C1)C2=C43 (2-(Bromomethyl)pyrene). Solvent: C(C)#N (acetonitrile). Product: [Br-].C1=C(C=C2C=CC3=CC=CC4=CC=C1C2=C34)C[N+]3=CN(C(=C3Cl)Cl)CC3=NC4=CC=CC=C4N=C3 (1-(pyren-2-ylmethyl)-3-(quinoxalin-2-ylmethyl)-4,5-dichloroimidazolium bromide). Reaction SMILES: [Cl:1][C:2]1[N:3]=[CH:4][NH:5][C:6]=1[Cl:7].[OH-].[K+].[Br:10][CH2:11][C:12]1[CH:25]=[C:24]2[C:26]3=[C:27]4[C:17]([CH:18]=[CH:19][CH:20]=[C:21]4[CH:22]=[CH:23]2)=[CH:16][CH:15]=[C:14]3[CH:13]=1.Br[CH2:29][C:30]1[CH:39]=[N:38][C:37]2[C:32](=[CH:33][CH:34]=[CH:35][CH:36]=2)[N:31]=1>C(#N)C>[Br-:10].[CH:13]1[C:14]2[C:26]3=[C:27]4[C:17](=[CH:16][CH:15]=2)[CH:18]=[CH:19][CH:20]=[C:21]4[CH:22]=[CH:23][C:24]3=[CH:25][C:12]=1[CH2:11][N+:3]1[C:2]([Cl:1])=[C:6]([Cl:7])[N:5]([CH2:29][C:30]2[CH:39]=[N:38][C:37]3[C:32](=[CH:33][CH:34]=[CH:35][CH:36]=3)[N:31]=2)[CH:4]=1 |f:1.2,6.7|. Reported procedure: 4,5-Dichloroimidazole (0.18 g, 1.33 mmol) and potassium hydroxide (0.08 g, 1.46 mmol) will be dissolved in a minimum volume of acetonitrile and stirred at reflux for 30 min. 2-(Bromomethyl)pyrene (2.95 g, 10.0 mmol) will be added and the mixture will be returned to reflux for 3 h. The mixture will be filtered hot to remove the KBr generated. 2-(Bromomethyl)quinoxaline (2.23 g, 10.0 mmol) will be added to the filtrate and the mixture will be returned to reflux for 6 h. The volatile components wil... Starting materials: C1(C=2C(C(N1[C@H](C(=O)O)C)=O)=CC=CC2)=O ((S)-2-phthalimidopropionic acid), S(=O)(Cl)Cl (thionyl chloride). Run in ClC1=CC=CC=C1 (chlorobenzene). Conditions: temperature 85 celsius, time 12 hour. Product: C1(C=2C(C(N1[C@H](C(=O)Cl)C)=O)=CC=CC2)=O ((S)-2-phthalimidopropionyl chloride). RXN SMILES: [C:1]1(=[O:16])[N:5]([C@@H:6]([CH3:10])[C:7](O)=[O:8])[C:4](=[O:11])[C:3]2=[CH:12][CH:13]=[CH:14][CH:15]=[C:2]12.S(Cl)([Cl:19])=O>ClC1C=CC=CC=1>[C:1]1(=[O:16])[N:5]([C@@H:6]([CH3:10])[C:7]([Cl:19])=[O:8])[C:4](=[O:11])[C:3]2=[CH:12][CH:13]=[CH:14][CH:15]=[C:2]12. Procedure: To a mixture of (S)-2-phthalimidopropionic acid (25.0 g) and chlorobenzene (25 mL), thionyl chloride (9.9 mL) was added and the resulting mixture was stirred at 85° C. (external temperature) for 12 hours. (S)-2-phthalimidopropionyl chloride was obtained by removing the solvent in vacuo. To a mixture of alminium chloride (16.7 g) and chlorobenzene (150 mL), anisole (18.6 mL) was added and this mixture was stirred at 60–65° C. (internal temperature). To this mixture, the solution of (S)-2-phthalim... Starting materials: COC(=O)[C@H]1[C@@H](C1)C(=O)O (trans-cyclopropane-1,2-dicarboxylic acid monomethyl ester), B(OC)(OC)OC (trimethyl borate), [Cl-].[Na+] (sodium chloride). Solvent: O1CCCC1 (tetrahydrofuran). Conditions: time 2 hour. The product is COC(=O)[C@H]1[C@@H](C1)CO (trans-2-Hydroxymethyl-cyclopropanecarboxylic acid methyl ester). RXN SMILES: [CH3:1][O:2][C:3]([C@@H:5]1[CH2:7][C@H:6]1[C:8](O)=[O:9])=[O:4].B(OC)(OC)OC.[Cl-].[Na+]>O1CCCC1>[CH3:1][O:2][C:3]([C@@H:5]1[CH2:7][C@H:6]1[CH2:8][OH:9])=[O:4] |f:2.3|. Procedure: Add borane-methyl sulfide complex (177 mL, 0.354 mol), slowly, by means of a dropping funnel, to a stirring solution of trans-cyclopropane-1,2-dicarboxylic acid monomethyl ester (Example 3a) (25.5 g, 0.177 mol), trimethyl borate (60.3 mL, 0.531 mol) and tetrahydrofuran (150 mL) at 0° C. After complete addition, allow the reaction to come to ambient temperature and stir for 2 h more. Pour the reaction mixture into a stirring solution of 50% aqueous sodium chloride solution (1.5 L)-concentrated HC... Reactants: C(C)(C)(C)C1=CC=C(CN)C=C1 (4-(tert-butyl)benzylamine), C23H26N2O, C1=NC=CC2=C(C=CC=C12)C(C(=O)O)C (2-(5-isoquinolinyl)propanoic acid), C1=NC=CC2=C(C=CC=C12)CC(=O)O (5-isoquinolinylacetic acid). Product: C(C)(C)(C)C1=CC=C(CNC(C(C)C2=C3C=CN=CC3=CC=C2)=O)C=C1 (N-(4-tert-butylbenzyl)-2-(5-isoquinolinyl)propanamide). As a reaction SMILES: [C:1]([C:5]1[CH:12]=[CH:11][C:8]([CH2:9][NH2:10])=[CH:7][CH:6]=1)([CH3:4])([CH3:3])[CH3:2].[CH:13]1[C:22]2[C:17](=[C:18]([CH:23]([CH3:27])[C:24](O)=[O:25])[CH:19]=[CH:20][CH:21]=2)[CH:16]=[CH:15][N:14]=1.C1C2C(=C(CC(O)=O)C=CC=2)C=CN=1>>[C:1]([C:5]1[CH:6]=[CH:7][C:8]([CH2:9][NH:10][C:24](=[O:25])[CH:23]([C:18]2[CH:19]=[CH:20][CH:21]=[C:22]3[C:17]=2[CH:16]=[CH:15][N:14]=[CH:13]3)[CH3:27])=[CH:11][CH:12]=1)([CH3:4])([CH3:2])[CH3:3]. Procedure details: The title compound was prepared using the procedure described in Example 222B using 4-(tert-butyl)benzylamine and 2-(5-isoquinolinyl)propanoic acid instead of 4-(trifluoromethoxy)benzylamine and 5-isoquinolinylacetic acid. MS (ESI+) m/z 347 (M+H)+; MS (ESI−) m/z 345 (M−H)−; 1H NMR (DMSO, 300 MHz) δ 1.56 (d, J 7.1, 3H), 4.22 (d, J 6.1, 2H), 4.57 (q, J 7.1, 1H), 7.10 (d, J 8.5, 2H), 7.29 (d, J 8.5, 2H), 7.98 (t, J 7.5, 1H), 8.13 (d, J 7.1, 1H), 8.34 (d, J 7.8, 1H), 8.56 (d, J 6.8, 1H), 8.69 (m, 2H... Reactants: ClC(CC(CN1N=CN=C1)(O)C1=CC=C(C=C1)Cl)Cl (1,1-dichloro-3-(4-chlorophenyl)-3-hydroxy-4-(1,2,4-(1H)-triazolyl)butane), N1N=[C-]N=C1.[Na+] (sodium 1,2,4-triazolide), O (water), C(C)OCC (diethyl ether). Solvent: CN(C=O)C (dimethylformamide). Reaction conditions: time 8 hour. Product: ClC(=CC(CN1N=CN=C1)(O)C1=CC=C(C=C1)Cl)Cl (1,1-Dichloro-3-(4-chlorophenyl)-3-hydroxy-4-(1,2,4-(1H)-triazolyl)but-1-ene). As a reaction SMILES: [Cl:1][CH:2]([Cl:19])[CH2:3][C:4]([C:12]1[CH:17]=[CH:16][C:15]([Cl:18])=[CH:14][CH:13]=1)([OH:11])[CH2:5][N:6]1[CH:10]=[N:9][CH:8]=[N:7]1.N1C=N[C-]=N1.[Na+].O.C(OCC)C>CN(C)C=O>[Cl:19][C:2]([Cl:1])=[CH:3][C:4]([C:12]1[CH:17]=[CH:16][C:15]([Cl:18])=[CH:14][CH:13]=1)([OH:11])[CH2:5][N:6]1[CH:10]=[N:9][CH:8]=[N:7]1 |f:1.2|. Procedure details: A solution of 5.0 g (0.014 mol) of 1,1-dichloro-3-(4-chlorophenyl)-3-hydroxy-4-(1,2,4-(1H)-triazolyl)butane and 3.85 g (0.043 mol) of sodium 1,2,4-triazolide in 75 mL of dimethylformamide was stirred at room temperature for 28 hours. To this solution was added 200 mL of water and 200 mL of diethyl ether. The organic phase was separated from the aqueous phase and then washed thrice with 100 mL portions of water and then dried over anhydrous sodium sulfate. The solvent was removed by evaporation u...